Dataset: the Open Reaction Database (ORD), a public repository of structured organic reaction records. Task: describe an organic reaction: reactants, conditions, products, and yield Starting materials: CC1(COB(OC1)C1=CC=NN1C)C (5-(5,5-dimethyl-1,3,2-dioxaborinan-2-yl)-1-methyl-1H-pyrazole), BrC1=CC(=CS1)C(=O)O (5-bromo-3-thiophenecarboxylic acid), C(=O)([O-])[O-].[K+].[K+] (K2CO3), CN1N=CC=C1B1OC(C(O1)(C)C)(C)C (1-methyl-5-(4,4,5,5-tetramethyl-1,3,2-dioxaborolan-2-yl)-1H-pyrazole). The reagents and catalysts are C=1C=CC(=CC1)[P](C=2C=CC=CC2)(C=3C=CC=CC3)[Pd]([P](C=4C=CC=CC4)(C=5C=CC=CC5)C=6C=CC=CC6)([P](C=7C=CC=CC7)(C=8C=CC=CC8)C=9C=CC=CC9)[P](C=1C=CC=CC1)(C=1C=CC=CC1)C=1C=CC=CC1 (tetrakistriphenylphosphine Pd(0)), C=1C=CC(=CC1)[P](C=2C=CC=CC2)(C=3C=CC=CC3)[Pd]([P](C=4C=CC=CC4)(C=5C=CC=CC5)C=6C=CC=CC6)([P](C=7C=CC=CC7)(C=8C=CC=CC8)C=9C=CC=CC9)[P](C=1C=CC=CC1)(C=1C=CC=CC1)C=1C=CC=CC1 (tetrakistriphenylphosphine Pd(0)). Run in O1CCOCC1.O (dioxane H2O). Run at temperature 80 celsius, time 5 hour. The product is CN1N=CC=C1C1=CC(=CS1)C(=O)O (5-(1-methyl-1H-pyrazol-5-yl)-3-thiophenecarboxylic acid). RXN SMILES: Br[C:2]1[S:6][CH:5]=[C:4]([C:7]([OH:9])=[O:8])[CH:3]=1.C([O-])([O-])=O.[K+].[K+].[CH3:16][N:17]1[C:21](B2OC(C)(C)C(C)(C)O2)=[CH:20][CH:19]=[N:18]1.CC1(C)COB(C2N(C)N=CC=2)OC1>O1CCOCC1.O.C1C=CC([P]([Pd]([P](C2C=CC=CC=2)(C2C=CC=CC=2)C2C=CC=CC=2)([P](C2C=CC=CC=2)(C2C=CC=CC=2)C2C=CC=CC=2)[P](C2C=CC=CC=2)(C2C=CC=CC=2)C2C=CC=CC=2)(C2C=CC=CC=2)C2C=CC=CC=2)=CC=1>[CH3:16][N:17]1[C:21]([C:2]2[S:6][CH:5]=[C:4]([C:7]([OH:9])=[O:8])[CH:3]=2)=[CH:20][CH:19]=[N:18]1 |f:1.2.3,6.7,^1:55,57,76,95|. Procedure: To a solution of 5-bromo-3-thiophenecarboxylic acid (875 mg, 4.23 mmol) in dioxane/H2O (5:1, 21 mL) was added K2CO3 (205 mg, 14.8 mmol), tetrakistriphenylphosphine Pd(0) (297 mg, 0.26 mmol) and 1-methyl-5-(4,4,5,5-tetramethyl-1,3,2-dioxaborolan-2-yl)-1H-pyrazole (988 mg, 4.75 mmol). The reaction mixture was heated to 80° C. in a sealed tube. After 5 h, additional tetrakistriphenylphosphine Pd(0) (108 mg, 0.1 mmol) and 5-(5,5-dimethyl-1,3,2-dioxaborinan-2-yl)-1-methyl-1H-pyrazole (989 mg, 4.75 mm...